From a dataset of the Open Reaction Database (ORD), a public repository of structured organic reaction records. describe an organic reaction: reactants, conditions, products, and yield Starting materials: C(C)N(C1=C(C=C(C(=C1)OC)OC)C1CC=2C=CC(=CC2CC1)OC(C(C)(C)C)=O)C(C1=CC(=C(C=C1)O)F)=O (pivalic acid 6-{2-[ethyl(3-fluoro-4-hydroxybenzoyl)amino]-4,5-dimethoxyphenyl}-5,6,7,8-tetrahydronaphthalen-2-yl ester), ClCC(=O)N(C)CC (2-chloro-N-ethyl-N-methylacetamide). Yields the product C(C)N(C1=C(C=C(C(=C1)OC)OC)C1CC=2C=CC(=CC2CC1)O)CC1=CC(=C(C=C1)OCCN(C)CC)F (6-{2-{Ethyl{4-[2-(ethylmethylamino)ethoxy]-3-fluorobenzyl}amino}-4,5-dimethoxyphenyl}-5,6,7,8-tetrahydronaphthalen-2-ol). Yield: 11.9%. As a reaction SMILES: [CH2:1]([N:3]([C:31](=O)[C:32]1[CH:37]=[CH:36][C:35]([OH:38])=[C:34]([F:39])[CH:33]=1)[C:4]1[CH:9]=[C:8]([O:10][CH3:11])[C:7]([O:12][CH3:13])=[CH:6][C:5]=1[CH:14]1[CH2:23][CH2:22][C:21]2[CH:20]=[C:19]([O:24]C(=O)C(C)(C)C)[CH:18]=[CH:17][C:16]=2[CH2:15]1)[CH3:2].Cl[CH2:42][C:43]([N:45]([CH2:47][CH3:48])[CH3:46])=O>>[CH2:1]([N:3]([CH2:31][C:32]1[CH:37]=[CH:36][C:35]([O:38][CH2:42][CH2:43][N:45]([CH2:47][CH3:48])[CH3:46])=[C:34]([F:39])[CH:33]=1)[C:4]1[CH:9]=[C:8]([O:10][CH3:11])[C:7]([O:12][CH3:13])=[CH:6][C:5]=1[CH:14]1[CH2:23][CH2:22][C:21]2[CH:20]=[C:19]([OH:24])[CH:18]=[CH:17][C:16]=2[CH2:15]1)[CH3:2]. Reported procedure: Synthesized from pivalic acid 6-{2-[ethyl(3-fluoro-4-hydroxybenzoyl)amino]-4,5-dimethoxyphenyl}-5,6,7,8-tetrahydronaphthalen-2-yl ester (19 mg) and 2-chloro-N-ethyl-N-methylacetamide (9.5 mg) according to an analogous synthetic method to Example 404 and purified by LC-MS, the title compound (2.2 mg) was obtained. Reactants: FC(C1=CC=C(C=C1)C(C(C)N1N=CN=C1)(O)C1=CC=C(C=C1)C(F)(F)F)(F)F (1,1-Bis-(4-trifluoromethylphenyl)-2-(1,2,4-1H-triazol-1-yl)propan-1-ol), [H-].[Na+] (sodium hydride), C(C)(=O)Cl (acetyl chloride). Solvent: O (water), CN(C=O)C (dimethylformamide). Product: C(C)(=O)OC(C(C)N1N=CN=C1)(C1=CC=C(C=C1)C(F)(F)F)C1=CC=C(C=C1)C(F)(F)F (1,1-bis(4-trifluoromethylphenyl)-2-(1,2,4-1H-triazol-1-yl)propyl acetate). The yield is 29.1%. As a reaction SMILES: [F:1][C:2]([F:29])([F:28])[C:3]1[CH:8]=[CH:7][C:6]([C:9]([C:18]2[CH:23]=[CH:22][C:21]([C:24]([F:27])([F:26])[F:25])=[CH:20][CH:19]=2)([OH:17])[CH:10]([N:12]2[CH:16]=[N:15][CH:14]=[N:13]2)[CH3:11])=[CH:5][CH:4]=1.[H-].[Na+].[C:32](Cl)(=[O:34])[CH3:33]>CN(C)C=O.O>[C:32]([O:17][C:9]([C:6]1[CH:7]=[CH:8][C:3]([C:2]([F:1])([F:28])[F:29])=[CH:4][CH:5]=1)([C:18]1[CH:23]=[CH:22][C:21]([C:24]([F:25])([F:26])[F:27])=[CH:20][CH:19]=1)[CH:10]([N:12]1[CH:16]=[N:15][CH:14]=[N:13]1)[CH3:11])(=[O:34])[CH3:33] |f:1.2|. Procedure: 1,1-Bis-(4-trifluoromethylphenyl)-2-(1,2,4-1H-triazol-1-yl)propan-1-ol (0.5 g) was added carefully to a suspension of sodium hydride (60 mg, freed from dispersion in oil by washing with hexane) in dry dimethylformamide (20 cm3) under a nitrogen atmosphere. After stirring the mixture for 2 hours acetyl chloride (0.1 g) was added and after a further 2 hours the mixture was diluted with water and extracted with chloroform. The chloroform layer was separated, washed with water, dried over anhydrous ... The reactants are [BH4-], CO, ClCCl, O=C1CCc2nc(C3CC3)n(Cc3ccc(Cl)cc3)c21, [Na+]. Yields the product OC1CCc2nc(C3CC3)n(Cc3ccc(Cl)cc3)c21. Reaction SMILES: [BH4-:1].[CH3:26][OH:27].[Cl:23][CH2:24][Cl:25].[Cl:3][c:4]1[cH:5][cH:6][c:7]([CH2:10][n:11]2[c:12]([CH:20]3[CH2:21][CH2:22]3)[n:13][c:14]3[c:15]2[C:16](=[O:19])[CH2:17][CH2:18]3)[cH:8][cH:9]1.[Na+:2]>>[Cl:3][c:4]1[cH:5][cH:6][c:7]([CH2:10][n:11]2[c:12]([CH:20]3[CH2:21][CH2:22]3)[n:13][c:14]3[c:15]2[CH:16]([OH:19])[CH2:17][CH2:18]3)[cH:8][cH:9]1.